The task is: describe an organic reaction: reactants, conditions, products, and yield. This data is from the Open Reaction Database (ORD), a public repository of structured organic reaction records. The reactants are ClC1=C(C=CC=C1)C1CC(C(C(C1)=O)=C(C)O)=O (5-(2-chlorophenyl)-2-(1-hydroxyethylidene)cyclohexane-1,3-dione), C1(=CC=CC=C1)NN (phenylhydrazine). Run in C(C)O (ethanol). The product is ClC1=C(C=CC=C1)C1CC(C2=C(N(N=C2C1)C1=CC=CC=C1)C)=O (6-(2-chlorophenyl)-3-methyl-2-phenyl-4,5,6,7-tetrahydroindazol-4-one). The yield is 76.2%. As a reaction SMILES: [Cl:1][C:2]1[CH:7]=[CH:6][CH:5]=[CH:4][C:3]=1[CH:8]1[CH2:13][C:12](=[O:14])[C:11](=[C:15](O)[CH3:16])[C:10](=O)[CH2:9]1.[C:19]1([NH:25][NH2:26])[CH:24]=[CH:23][CH:22]=[CH:21][CH:20]=1>C(O)C>[Cl:1][C:2]1[CH:7]=[CH:6][CH:5]=[CH:4][C:3]=1[CH:8]1[CH2:9][C:10]2[C:11](=[C:15]([CH3:16])[N:25]([C:19]3[CH:24]=[CH:23][CH:22]=[CH:21][CH:20]=3)[N:26]=2)[C:12](=[O:14])[CH2:13]1. Procedure details: A solution of 5-(2-chlorophenyl)-2-(1-hydroxyethylidene)cyclohexane-1,3-dione (1.0 g) and phenylhydrazine (0.43 g) in ethanol (20 ml) was refluxed for 2 hours. Under reduced pressure, the solvent was evaporated, and the resulting crystals were recrystallized from ethyl acetate-hexane to give 6-(2-chlorophenyl)-3-methyl-2-phenyl-4,5,6,7-tetrahydroindazol-4-one (0.97 g) as colorless crystals.